describe an organic reaction: reactants, conditions, products, and yield From a dataset of the Open Reaction Database (ORD), a public repository of structured organic reaction records. Reactants: C1CCN[C@H]2CCC3=C([C@@H]12)C=C(C=C3)N (cis-1,2,3,4,4a,5,6,10b-octahydro-benzo[f]quinolin-9-ylamine), N(=O)[O-].[Na+] (Sodium nitrite), [C-]#N.[Na+] (sodium cyanide), [Cu]C#N (copper(I) cyanide), NC(=O)N (urea). Run in S(O)(O)(=O)=O (sulfuric acid), O (water), O (water). Run at temperature -5 celsius, time 15 minute. Product: C1CCN[C@H]2CCC3=C([C@@H]12)C=C(C=C3)C#N (cis-1,2,3,4,4a,5,6,10b-Octahydro-benzo[f]quinoline-9-carbonitrile). As a reaction SMILES: N([O-])=O.[Na+].[CH2:5]1[C@H:14]2[C@H:9]([CH2:10][CH2:11][C:12]3[CH:18]=[CH:17][C:16](N)=[CH:15][C:13]=32)[NH:8][CH2:7][CH2:6]1.[NH2:20][C:21](N)=O.[C-]#N.[Na+].[Cu]C#N>O.S(=O)(=O)(O)O>[CH2:5]1[C@H:14]2[C@H:9]([CH2:10][CH2:11][C:12]3[CH:18]=[CH:17][C:16]([C:21]#[N:20])=[CH:15][C:13]=32)[NH:8][CH2:7][CH2:6]1 |f:0.1,4.5|. Reported procedure: Sodium nitrite (0.12 g) dissolved in water (0.7 mL) is added dropwise to a solution of cis-1,2,3,4,4a,5,6,10b-octahydro-benzo[f]quinolin-9-ylamine (0.36 g) in half-concentrated sulfuric acid (0.6 ml) cooled to ca. −5° C. The solution is stirred for 15 min in the cooling bath prior to the addition of urea (30 mg). The resulting solution is added to a vigorously stirred solution of sodium cyanide (0.32 g) and copper(I) cyanide (0.19 g) in water (1.4 mL) cooled to ca. −5° C. The mixture is stirred ... The reactants are F[B-](F)(F)F, CCCCCCCN, CCN(C(C)C)C(C)C, CCOC(C)=O, COc1ccccc1CC(=O)O, CN(C)C=O, CN(C)C(On1nnc2ccccc21)=[N+](C)C. Product: CCCCCCCNC(=O)Cc1ccccc1OC. Reaction SMILES: [B-:21]([F:22])([F:23])([F:24])[F:25].[CH2:1]([CH2:2][CH2:3][CH2:4][CH2:5][CH2:6][CH3:7])[NH2:8].[CH2:43]([N:44]([CH:45]([CH3:46])[CH3:47])[CH:48]([CH3:49])[CH3:50])[CH3:51].[CH3:57][CH2:58][O:59][C:60]([CH3:61])=[O:62].[CH3:9][O:10][c:11]1[c:12]([CH2:17][C:18](=[O:19])[OH:20])[cH:13][cH:14][cH:15][cH:16]1.[O:52]=[CH:53][N:54]([CH3:55])[CH3:56].[n:26]1([O:27][C:28]([N:29]([CH3:30])[CH3:31])=[N+:32]([CH3:33])[CH3:34])[c:35]2[cH:36][cH:37][cH:38][cH:39][c:40]2[n:41][n:42]1>>[CH2:1]([CH2:2][CH2:3][CH2:4][CH2:5][CH2:6][CH3:7])[NH:8][C:18]([CH2:17][c:12]1[c:11]([O:10][CH3:9])[cH:16][cH:15][cH:14][cH:13]1)=[O:19]. Reactants: C(C1=CC=CC=C1)(C1=CC=CC=C1)OC(=O)C=1N2C(C(C2SCC1C=CSC1=NN(C(C(N1C)=O)=O)CC(OCC)OCC)NC(C(C=1N=C(SC1)NC(C1=CC=CC=C1)(C1=CC=CC=C1)C1=CC=CC=C1)=NOC)=O)=O (2-benzhydryloxycarbonyl-3-{2-[1-(2,2-diethoxyethyl)-5,6-dioxo-4-methyl-1,4,5,6-tetrahydro-1,2,4-triazin-3-yl]thiovinyl}-7-[2-methoxyimino-2-(2-tritylaminothiazol-4-yl)-acetamido]-8-oxo-5-thia-1-azabicyclo[4.2.0]oct-2-ene). Solvent: C(=O)O (formic acid), O (water). Conditions: temperature 50 celsius, time 10 minute. Product: NC=1SC=C(N1)C(C(=O)NC1C2SCC(=C(N2C1=O)C(=O)O)C=CSC1=NN(C(C(N1C)=O)=O)CC=O)=NOC (7-[2-(2-aminothiazol-4-yl)-2-methoxyiminoacetamido]-2-carboxy-3-[2-(5,6 -dioxo-1-formylmethyl-4-methyl-1,4,5,6-tetrahydro-1,2,4-triazin-3-yl)thiovinyl]-8-oxo-5-thia-1-azabicyclo[4.2.0]oct-2-ene). The yield is 90.6%. As a reaction SMILES: C([O:14][C:15]([C:17]1[N:18]2[CH:21]([S:22][CH2:23][C:24]=1[CH:25]=[CH:26][S:27][C:28]1[N:33]([CH3:34])[C:32](=[O:35])[C:31](=[O:36])[N:30]([CH2:37][CH:38](OCC)[O:39]CC)[N:29]=1)[CH:20]([NH:45][C:46](=[O:76])[C:47](=[N:73][O:74][CH3:75])[C:48]1[N:49]=[C:50]([NH:53]C(C3C=CC=CC=3)(C3C=CC=CC=3)C3C=CC=CC=3)[S:51][CH:52]=1)[C:19]2=[O:77])=[O:16])(C1C=CC=CC=1)C1C=CC=CC=1>C(O)=O.O>[NH2:53][C:50]1[S:51][CH:52]=[C:48]([C:47](=[N:73][O:74][CH3:75])[C:46]([NH:45][CH:20]2[C:19](=[O:77])[N:18]3[CH:21]2[S:22][CH2:23][C:24]([CH:25]=[CH:26][S:27][C:28]2[N:33]([CH3:34])[C:32](=[O:35])[C:31](=[O:36])[N:30]([CH2:37][CH:38]=[O:39])[N:29]=2)=[C:17]3[C:15]([OH:16])=[O:14])=[O:76])[N:49]=1. Procedure: A solution of product (9c) (1.9 g) in formic acid (20 cc) is stirred for 30 minutes at 50° C. and then diluted with water (2 cc) and stirred for 10 minutes at 50° C. After cooling to 20° C., the reaction mixture is filtered and the filtrate is concentrated under reduced pressure (0.1 mm Hg; 0.013 kPa) at 35° C. The residue is triturated with ethanol (20 cc), which is evaporated off under reduced pressure (30 mm Hg; 4 kPa) at 40°. This operation is repeated 3 times and the residue is then taken u... Starting materials: F[B-](F)(F)F, CCCCCCNCc1ccccc1, CCN(C(C)C)C(C)C, O=C(O)Cc1ccc(O)c(F)c1, CN(C)C=O, CN(C)C(On1nnc2ccccc21)=[N+](C)C. Yields the product CCCCCCN(Cc1ccccc1)C(=O)Cc1ccc(O)c(F)c1. As a reaction SMILES: [B-:27]([F:28])([F:29])([F:30])[F:31].[CH2:13]([CH2:14][CH2:15][CH2:16][CH2:17][CH3:18])[NH:19][CH2:20][c:21]1[cH:22][cH:23][cH:24][cH:25][cH:26]1.[CH:49]([N:50]([CH2:51][CH3:52])[CH:53]([CH3:54])[CH3:55])([CH3:56])[CH3:57].[F:1][c:2]1[cH:3][c:4]([CH2:9][C:10](=[O:11])[OH:12])[cH:5][cH:6][c:7]1[OH:8].[O:58]=[CH:59][N:60]([CH3:61])[CH3:62].[n:32]1([O:33][C:34]([N:35]([CH3:36])[CH3:37])=[N+:38]([CH3:39])[CH3:40])[c:41]2[cH:42][cH:43][cH:44][cH:45][c:46]2[n:47][n:48]1>>[F:1][c:2]1[cH:3][c:4]([CH2:9][C:10](=[O:12])[N:19]([CH2:13][CH2:14][CH2:15][CH2:16][CH2:17][CH3:18])[CH2:20][c:21]2[cH:22][cH:23][cH:24][cH:25][cH:26]2)[cH:5][cH:6][c:7]1[OH:8]. The reactants are C=1(C(=CC=CC1)C)C (xylene), ice water, NC1=C(C=CC=C1)SC1=C(C#N)C=C(C=C1)[N+](=O)[O-] (2-(2-Aminophenylthio)-5-nitrobenzonitrile), [OH-].[Na+] (sodium hydroxide). Solvent: O (water), C(C)(=O)O (acetic acid), S(O)(O)(=O)=O (sulphuric acid), O (water). Product: [N+](=O)([O-])C=1C=CC2=C(C(NC3=C(S2)C=CC=C3)=O)C1 (2-Nitro-10,11-dihydrodibenzo[b,f][1,4]thiazepin-11-one). As a reaction SMILES: N[C:2]1[CH:7]=[CH:6][CH:5]=[CH:4][C:3]=1[S:8][C:9]1[CH:16]=[CH:15][C:14]([N+:17]([O-:19])=[O:18])=[CH:13][C:10]=1[C:11]#[N:12].[OH-:20].[Na+].C1(C)C(C)=CC=CC=1>C(O)(=O)C.S(=O)(=O)(O)O.O>[N+:17]([C:14]1[CH:15]=[CH:16][C:9]2[S:8][C:3]3[CH:4]=[CH:5][CH:6]=[CH:7][C:2]=3[NH:12][C:11](=[O:20])[C:10]=2[CH:13]=1)([O-:19])=[O:18] |f:1.2|. Procedure details: 2-(2-Aminophenylthio)-5-nitrobenzonitrile (8.5 g, 25 mmol) was dissolved in a mixture of glacial acetic acid (80 ml), concentrated sulphuric acid (100 ml) and water (80 ml) and then heated under reflux for 6 hours. The cooled mixture was added to ice water (500 ml) and brought to pH 4 by addition of 10N aqueous sodium hydroxide. Extraction with dichloromethane followed by filtration, drying (sodium sulphate) and evaporation of the organic layer afforded a residue which was put into xylene (500 m... Starting materials: [NH4+].[Cl-] (NH4Cl), C(C)(=O)OCC (ethyl acetate), BrC1=NC(=CC(=C1)[N+](=O)[O-])S(=O)(=O)C1=CC=C(C=C1)[N+](=O)[O-] (2-bromo-4-nitro-6-(4-nitrobenzenesulphonyl)-pyridine). The reagents and catalysts are [Fe] (iron). The solvent is O (water), O (water), CO (methanol), O1CCOCC1 (dioxane). Product: NC1=CC=C(C=C1)S(=O)(=O)C1=NC(=CC(=C1)N)Br (2-(4-aminobenzenesulphonyl)-6-bromopyridin-4-ylamine). Isolated yield 43.4%. Reaction SMILES: [Br:1][C:2]1[CH:7]=[C:6]([N+:8]([O-])=O)[CH:5]=[C:4]([S:11]([C:14]2[CH:19]=[CH:18][C:17]([N+:20]([O-])=O)=[CH:16][CH:15]=2)(=[O:13])=[O:12])[N:3]=1.[NH4+].[Cl-].C(OCC)(=O)C>CO.O1CCOCC1.O.[Fe]>[NH2:20][C:17]1[CH:18]=[CH:19][C:14]([S:11]([C:4]2[CH:5]=[C:6]([NH2:8])[CH:7]=[C:2]([Br:1])[N:3]=2)(=[O:13])=[O:12])=[CH:15][CH:16]=1 |f:1.2|. Procedure: 0.10 g (0.00026 mol) of 2-bromo-4-nitro-6-(4-nitrobenzenesulphonyl)-pyridine was dissolved in a mixture of 1.5 ml of methanol and 1.5 ml of dioxane, treated with 0.20 g of iron powder and a solution of 0.20 g of NH4Cl in 2.5 ml of water and heated at reflux for 2 hrs. Thereafter, the reaction mixture was poured into a mixture of ethyl acetate and water, suction filtered and the organic phase was extracted with water and sat. sodium chloride solution and dried over MgSO4. After removal of the sol... Starting materials: SO2Cl2, C(OCOC(=O)CCCCCCCCC)(SCC)=O (O-nonylcarbonyloxymethyl S-ethyl carbonothioate), ClCl (Cl2). Run at time 15 minute. Product: ClC(=O)OCOC(=O)CCCCCCCCC (Nonylcarbonyloxymethyl chloroformate). Reaction SMILES: [C:1](=[O:19])(SCC)[O:2][CH2:3][O:4][C:5]([CH2:7][CH2:8][CH2:9][CH2:10][CH2:11][CH2:12][CH2:13][CH2:14][CH3:15])=[O:6].[Cl:20]Cl>>[Cl:20][C:1]([O:2][CH2:3][O:4][C:5]([CH2:7][CH2:8][CH2:9][CH2:10][CH2:11][CH2:12][CH2:13][CH2:14][CH3:15])=[O:6])=[O:19]. Reported procedure: SO2Cl2 (1.17 g, 8.65 mmol) was added to O-nonylcarbonyloxymethyl S-ethyl carbonothioate (Example 1ad(ii), 2.10 g, 7.22 mmol) in CH2 Cl2 (5 ml) at 0° C. with stirring during 15 min. followed by stirring at ambient temperature for 17 hours. Evaporation of EtSCl at 30° C. and 20 mmHg gave a yellow liquid.